From a dataset of the Open Reaction Database (ORD), a public repository of structured organic reaction records. describe an organic reaction: reactants, conditions, products, and yield Reactants: N1C=NC=2C=NC=CC21 (1H-Imidazo[4,5-c]pyridine), [H-].[Na+] (sodium hydride), BrCC=1C=CC2=C(SC(=C2Cl)C(=O)OCC)C1 (ethyl 6-bromomethyl-3-chlorobenzo[b]thiophene-2-carboxylate). The solvent is CN(C=O)C (dimethylformamide). Conditions: time 40 minute. Product: ClC=1C2=C(SC1C(=O)OCC)C=C(C=C2)CN2C=NC1=C2C=NC=C1 (Ethyl 3-chloro-6-(3H-imidazo[4,5-c]pyridin-3-ylmethyl)benzo[b]thiophene-2-carboxylate). Yield: 14.3%. Reaction SMILES: [NH:1]1[C:9]2[CH:8]=[CH:7][N:6]=[CH:5][C:4]=2[N:3]=[CH:2]1.[H-].[Na+].Br[CH2:13][C:14]1[CH:15]=[CH:16][C:17]2[C:21]([Cl:22])=[C:20]([C:23]([O:25][CH2:26][CH3:27])=[O:24])[S:19][C:18]=2[CH:28]=1>CN(C)C=O>[Cl:22][C:21]1[C:17]2[CH:16]=[CH:15][C:14]([CH2:13][N:3]3[C:4]4[CH:5]=[N:6][CH:7]=[CH:8][C:9]=4[N:1]=[CH:2]3)=[CH:28][C:18]=2[S:19][C:20]=1[C:23]([O:25][CH2:26][CH3:27])=[O:24] |f:1.2|. Procedure: 1H-Imidazo[4,5-c]pyridine (536 mg, 4.5 mmol) was added in portions to a stirred suspension of sodium hydride (144 mg of 60% dispersion in mineral oil, 3.6 mmol) in anhydrous dimethylformamide (5 ml) at 0° C., under a nitrogen atmosphere. After 40 minutes, ethyl 6-bromomethyl-3-chlorobenzo[b]thiophene-2-carboxylate (Preparation 10, 1 g, 3 mmol) was added. After 20 hours the mixture was partitioned between ethyl acetate and water. The organic layer was separated and washed with more water, dried (...